From a dataset of the Open Reaction Database (ORD), a public repository of structured organic reaction records. describe an organic reaction: reactants, conditions, products, and yield The reactants are CCC(CC)C(=O)O, COc1ccccc1, Cc1ccccc1, [Dy+3], O=S(=O)([O-])C(F)(F)F, O=S(=O)([O-])C(F)(F)F, O=S(=O)([O-])C(F)(F)F, O. Product: CCC(CC)C(=O)c1ccc(OC)cc1. Reaction SMILES: [CH2:34]([CH3:35])[CH:36]([C:37](=[O:38])[OH:39])[CH2:40][CH3:41].[CH3:26][O:27][c:28]1[cH:29][cH:30][cH:31][cH:32][cH:33]1.[CH3:43][c:44]1[cH:45][cH:46][cH:47][cH:48][cH:49]1.[Dy+3:9].[F:10][C:11]([F:12])([F:13])[S:14]([O-:15])(=[O:16])=[O:17].[F:18][C:19]([F:20])([F:21])[S:22]([O-:23])(=[O:24])=[O:25].[F:1][C:2]([F:3])([F:4])[S:5]([O-:6])(=[O:7])=[O:8].[OH2:42]>>[CH3:26][O:27][c:28]1[cH:29][cH:30][c:31]([C:37]([CH:36]([CH2:34][CH3:35])[CH2:40][CH3:41])=[O:38])[cH:32][cH:33]1. The reactants are COC1=NC=C(C=N1)C#C[Si](C)(C)C (2-methoxy-5-((trimethylsilyl)ethynyl)pyrimidine), [F-].[K+] (potassium fluoride), C(C)OCC (Diethyl ether). Solvent: CN(C)C=O (DMF), O (water). Run at temperature 0 celsius, time 1 hour. Product: C(#C)C=1C=NC(=NC1)OC (5-ethynyl-2-methoxypyrimidine). RXN SMILES: [CH3:1][O:2][C:3]1[N:8]=[CH:7][C:6]([C:9]#[C:10][Si](C)(C)C)=[CH:5][N:4]=1.[F-].[K+].C(OCC)C>CN(C=O)C.O>[C:9]([C:6]1[CH:5]=[N:4][C:3]([O:2][CH3:1])=[N:8][CH:7]=1)#[CH:10] |f:1.2|. Reported procedure: To a solution of 2-methoxy-5-((trimethylsilyl)ethynyl)pyrimidine (520 mg, 2.5 mmol) in DMF (10 mL) and water (1 mL) was added potassium fluoride (290 mg, 5 mmol) and the mixture was stirred at 0° C. for 1 h. Diethyl ether (100 mL) was added and the solution was washed with water (2×10 mL) and brine (10 mL), dried over MgSO4 and concentrated. The title compound was isolated by silica gel:chromatography (9:1 CH2Cl2/hexane) as a clear oil (120 mg, 36%). 1H NMR (400 MHz, CDCl3) δ 8.62 (s, 2H), 4.05 ... The reactants are ClC=1C=C(CNC(=O)C=2OC=C(C(C2OCC2=CC=CC=C2)=O)C(C(C)(C)C)=O)C=CC1 (3-benzyloxy-5-(2,2-dimethylpropionyl)-4-oxo-4H-pyran-2-carboxylic acid 3-chlorobenzylamide), C(C)O (ethanol), NCCO (2-aminoethanol). Run in O1CCCC1 (tetrahydrofuran). Run at temperature 60 celsius, time 11 hour. Yields the product ClC=1C=C(CNC(=O)C=2N(C=C(C(C2OCC2=CC=CC=C2)=O)C(C(C)(C)C)=O)CCO)C=CC1 (3-benzyloxy-5-(2,2-dimethylpropionyl)-1-(2-hydroxyethyl)-4-oxo-1,4-dihydropyridine-2-carboxylic acid 3-chlorobenzylamide). Reaction SMILES: [Cl:1][C:2]1[CH:3]=[C:4]([CH:30]=[CH:31][CH:32]=1)[CH2:5][NH:6][C:7]([C:9]1O[CH:11]=[C:12]([C:24](=[O:29])[C:25]([CH3:28])([CH3:27])[CH3:26])[C:13](=[O:23])[C:14]=1[O:15][CH2:16][C:17]1[CH:22]=[CH:21][CH:20]=[CH:19][CH:18]=1)=[O:8].C(O)C.[NH2:36][CH2:37][CH2:38][OH:39]>O1CCCC1>[Cl:1][C:2]1[CH:3]=[C:4]([CH:30]=[CH:31][CH:32]=1)[CH2:5][NH:6][C:7]([C:9]1[N:36]([CH2:37][CH2:38][OH:39])[CH:11]=[C:12]([C:24](=[O:29])[C:25]([CH3:27])([CH3:26])[CH3:28])[C:13](=[O:23])[C:14]=1[O:15][CH2:16][C:17]1[CH:18]=[CH:19][CH:20]=[CH:21][CH:22]=1)=[O:8]. Procedure: To a solution of 3-benzyloxy-5-(2,2-dimethylpropionyl)-4-oxo-4H-pyran-2-carboxylic acid 3-chlorobenzylamide (113 mg) in tetrahydrofuran (0.7 ml)-ethanol (0.7 ml) was added 2-aminoethanol (0.015 ml) and the mixture was stirred at 60° C. for 11 hr. The solvent was evaporated and the obtained residue was purified by silica gel column chromatography (ethyl acetate:hexane=3:1) to give 3-benzyloxy-5-(2,2-dimethylpropionyl)-1-(2-hydroxyethyl)-4-oxo-1,4-dihydropyridine-2-carboxylic acid 3-chlorobenzylam... Reactants: CC(C)(C)OC(=O)NC(C(=O)O)c1ccc(OCCOC2CCCCO2)cc1, CCOC(C)(OC)Oc1ccc(C(NC(=O)OC(C)(C)C)C(=O)O)cc1, CC(C)(C)OCCOc1ccc(C(NC(=O)OC(C)(C)C)C(=O)O)cc1, CC(OCc1ccccc1)C(NC(=O)OCC1c2ccccc2-c2ccccc21)C(=O)O. The product is COCCOc1ccc(C(NC(=O)OC(C)(C)C)C(=O)O)cc1. RXN SMILES: [C:33]([CH3:34])([CH3:35])([CH3:36])[O:37][C:38](=[O:39])[NH:40][CH:41]([C:42](=[O:43])[OH:44])[c:45]1[cH:46][cH:47][c:48]([O:51][CH2:52][CH2:53][O:54][CH:55]2[CH2:56][CH2:57][CH2:58][CH2:59][O:60]2)[cH:49][cH:50]1.[C:61]([O:62][C:63]([NH:64][CH:65]([c:66]1[cH:67][cH:68][c:69]([O:70][C:71]([O:72][CH3:73])([O:74][CH2:75][CH3:76])[CH3:77])[cH:78][cH:79]1)[C:80]([OH:81])=[O:82])=[O:83])([CH3:84])([CH3:85])[CH3:86].[C:87]([O:88][C:89]([NH:90][CH:91]([c:92]1[cH:93][cH:94][c:95]([O:96][CH2:97][CH2:98][O:99][C:100]([CH3:101])([CH3:102])[CH3:103])[cH:104][cH:105]1)[C:106]([OH:107])=[O:108])=[O:109])([CH3:110])([CH3:111])[CH3:112].[CH2:1]([O:2][CH:3]([CH3:4])[CH:5]([NH:6][C:7]([O:8][CH2:9][CH:10]1[c:11]2[cH:12][cH:13][cH:14][cH:15][c:16]2-[c:17]2[c:18]1[cH:19][cH:20][cH:21][cH:22]2)=[O:23])[C:24]([OH:25])=[O:26])[c:27]1[cH:28][cH:29][cH:30][cH:31][cH:32]1>>[C:33]([CH3:34])([CH3:35])([CH3:36])[O:37][C:38](=[O:39])[NH:40][CH:41]([C:42](=[O:43])[OH:44])[c:45]1[cH:46][cH:47][c:48]([O:51][CH2:52][CH2:53][O:54][CH3:55])[cH:49][cH:50]1. Yields the product Cc1ccc2c(c1)C(C)(C)C(C)CC2(C)C. RXN SMILES: [Al+3:2].[Cl:7][CH2:8][CH:9]1[CH2:10][C:11]([CH3:22])([CH3:23])[c:12]2[cH:13][cH:14][c:15]([CH3:21])[cH:16][c:17]2[C:18]1([CH3:19])[CH3:20].[ClH:24].[H-:1].[H-:4].[H-:5].[H-:6].[Li+:3].[O:25]1[CH2:26][CH2:27][CH2:28][CH2:29]1>>[CH3:8][CH:9]1[CH2:10][C:11]([CH3:22])([CH3:23])[c:12]2[cH:13][cH:14][c:15]([CH3:21])[cH:16][c:17]2[C:18]1([CH3:19])[CH3:20]. Starting materials: [Al+3], Cc1ccc2c(c1)C(C)(C)C(CCl)CC2(C)C, Cl, [H-], [H-], [H-], [H-], [Li+], C1CCOC1. The reactants are Cl.COC1=CC=CC2=C1SC1=CC=CC=C1C21CCNCC1 (4-methoxythioxanthene-9-spiro-4'-piperidine hydrochloride), [OH-].[Na+] (NaOH). Solvent: C(C)O (ethanol), O (water). The product is COC1=CC=CC2=C1SC1=CC=CC=C1C21CCNCC1 (4-methoxythioxanthene-9-spiro-4'-piperidine). The yield is 84.2%. Reaction SMILES: Cl.[CH3:2][O:3][C:4]1[C:9]2[S:10][C:11]3[C:16]([C:17]4([CH2:22][CH2:21][NH:20][CH2:19][CH2:18]4)[C:8]=2[CH:7]=[CH:6][CH:5]=1)=[CH:15][CH:14]=[CH:13][CH:12]=3.[OH-].[Na+]>C(O)C.O>[CH3:2][O:3][C:4]1[C:9]2[S:10][C:11]3[C:16]([C:17]4([CH2:22][CH2:21][NH:20][CH2:19][CH2:18]4)[C:8]=2[CH:7]=[CH:6][CH:5]=1)=[CH:15][CH:14]=[CH:13][CH:12]=3 |f:0.1,2.3|. Reported procedure: A solution of 4-methoxythioxanthene-9-spiro-4'-piperidine hydrochloride (2.0 g.) in ethanol (5 ml.) is treated with 2N--NaOH solution (5 ml.), diluted with water (50 ml.) and extracted with ether (3 × 50 ml.). The combined ether extracts are washed with brine, dried over MgSO4 and the solvent evaporated in vacuo to give 4-methoxythioxanthene-9-spiro-4'-piperidine (1.5 g.). Starting materials: C(C)OC(=O)C=1C=CC(=C2C1C=CO2)Cl (7-chloro-benzofuran-4-carboxylic acid ethyl ester), [OH-].[Na+] (NaOH). Run in CO (MeOH), O (water). Run at temperature 55 celsius. The product is ClC=1C=CC(=C2C=COC21)C(=O)O (7-chloro-benzofuran-4-carboxylic Acid). Reaction SMILES: C([O:3][C:4]([C:6]1[CH:7]=[CH:8][C:9]([Cl:15])=[C:10]2[O:14][CH:13]=[CH:12][C:11]=12)=[O:5])C.[OH-].[Na+]>CO.O>[Cl:15][C:9]1[CH:8]=[CH:7][C:6]([C:4]([OH:5])=[O:3])=[C:11]2[C:10]=1[O:14][CH:13]=[CH:12]2 |f:1.2|. Procedure: A mixture of 7-chloro-benzofuran-4-carboxylic acid ethyl ester (3.90 mmol) and NaOH (5.85 mmol) in MeOH (4.4 mL) and water (4.4 mL) is heated to 55° C. for 90 min. The mixture is concentrated in vacuo and made acidic by addition of aq. HCl (1.0 M). The obtained precipitate is filtered off and dried in vacuo to give the desired product. 1H-NMR (DMSO-d6): δ=13.3 (bs, 1H); 8.27 (s, 1H); 7.89 (d, J=8.3 Hz, 1H); 7.56 (d, J=8.3 Hz, 1H); 7.42 (s, 1H). Reactants: C[Si](C)(C)OP(=O)=O (trimethylsilyl polyphosphate), NC1=NC=CC=C1O (2-aminopyridin-3-ol), COC=1C=C(C(=O)O)C=CC1C1=NC=CC=C1 (3-methoxy-4-pyridin-2-ylbenzoic acid). Run at temperature 200 celsius. Yields the product COC=1C=C(C=CC1C1=NC=CC=C1)C=1OC=2C(=NC=CC2)N1 (2-(3-methoxy-4-pyridin-2-ylphenyl)[1,3]oxazolo[4,5-b]pyridine). Reaction SMILES: C[Si](OP(=O)=O)(C)C.[NH2:9][C:10]1[C:15]([OH:16])=[CH:14][CH:13]=[CH:12][N:11]=1.[CH3:17][O:18][C:19]1[CH:20]=[C:21]([CH:25]=[CH:26][C:27]=1[C:28]1[CH:33]=[CH:32][CH:31]=[CH:30][N:29]=1)[C:22](O)=O>>[CH3:17][O:18][C:19]1[CH:20]=[C:21]([C:22]2[O:16][C:15]3[C:10]([N:9]=2)=[N:11][CH:12]=[CH:13][CH:14]=3)[CH:25]=[CH:26][C:27]=1[C:28]1[CH:33]=[CH:32][CH:31]=[CH:30][N:29]=1. Reported procedure: To 5 mL of trimethylsilyl polyphosphate was added 2-aminopyridin-3-ol (175 mg, 1.59 mmol) and 3-methoxy-4-pyridin-2-ylbenzoic acid (344 mg, 1.50 mmol). The mixture was heated at 200° C. for 2 h, quenched over ice, and made basic (pH 14) with 1N NaOH. The aqueous phase was extracted with MTBE (3×200 mL). The combined organic layers were washed with brine, dried over MgSO4, filtered, and concentrated in vacuo to give 2-(3-methoxy-4-pyridin-2-ylphenyl)[1,3]oxazolo[4,5-b]pyridine as a light yellow s... Reactants: C(C)OC(CCC1C2CC3CC(CC1C3)C2)=O (tricyclo[3.3.1.1-3,7]decane-2-propanoic acid ethyl ester), [OH-].[K+] (potassium hydroxide). Run in C(C)O (ethanol). The product is C12C(C3CC(CC(C1)C3)C2)CCC(=O)O (tricyclo[3.3.1.1-3,7]decane-2-propanoic acid). Isolated yield 99.1%. Reaction SMILES: C([O:3][C:4](=[O:17])[CH2:5][CH2:6][CH:7]1[CH:14]2[CH2:15][CH:10]3[CH2:11][CH:12]([CH2:16][CH:8]1[CH2:9]3)[CH2:13]2)C.[OH-].[K+]>C(O)C>[CH:14]12[CH2:15][CH:10]3[CH2:11][CH:12]([CH2:16][CH:8]([CH2:9]3)[CH:7]1[CH2:6][CH2:5][C:4]([OH:17])=[O:3])[CH2:13]2 |f:1.2|. Procedure: To a solution of tricyclo[3.3.1.1-3,7]decane-2-propanoic acid ethyl ester (0.011 mol, 2.68 g) in anhydrous ethanol (135 mL) was added potassium hydroxide (0.057 mol, 3.18 g) in several portions. The clear solution was heated at reflux for 1 h, cooled to ambient temperature, and concentrated. The yellow residue was partitioned with CH2Cl2 (100 mL) and water (50 mL), and the basic, aqueous phase extracted with CH2Cl2 (100 mL). The aqueous phase was re-acidified (pH 2) by the addition of 10% aqueou...